This data is from the Open Reaction Database (ORD), a public repository of structured organic reaction records. The task is: describe an organic reaction: reactants, conditions, products, and yield The reactants are CN(C)C=NC(=O)C1=NC=CN=C1 (N-(dimethylaminomethylene)-pyrazine carboxamide), [N+](=O)([O-])C1=CC=C(C=C1)NN (4-nitrophenylhydrazine), C(C)(=O)O (acetic acid). Run in O1CCOCC1 (p-dioxane). Run at temperature 90 celsius. The product is [N+](=O)([O-])C1=CC=C(C=C1)N1N=CN=C1C1=NC=CN=C1 ([1-(p-Nitrophenyl)-1H-1,2,4-triazol-5-yl]pyrazine). Reaction SMILES: C[N:2]([CH:4]=[N:5][C:6]([C:8]1[CH:13]=[N:12][CH:11]=[CH:10][N:9]=1)=O)C.[N+:14]([C:17]1[CH:22]=[CH:21][C:20]([NH:23]N)=[CH:19][CH:18]=1)([O-:16])=[O:15].C(O)(=O)C>O1CCOCC1>[N+:14]([C:17]1[CH:22]=[CH:21][C:20]([N:23]2[C:6]([C:8]3[CH:13]=[N:12][CH:11]=[CH:10][N:9]=3)=[N:5][CH:4]=[N:2]2)=[CH:19][CH:18]=1)([O-:16])=[O:15]. Reported procedure: 10.0 g. of portion of N-(dimethylaminomethylene)-pyrazine carboxamide is added to a mixture of 10.3 g. of 4-nitrophenylhydrazine, 200 ml. of acetic acid and 50 ml. of p-dioxane. The mixture is heated at 90° C. for 5 hours and evaporated to dryness in vacuo. The residue is recrystallized from ethanol giving 9.0 g. of the desired product as tan crystals, mp. 188°-189° C. Starting materials: CC1=CC(=NN1CC(=O)O)C(F)(F)F ((5-methyl-3-trifluoromethyl-pyrazol-1-yl)-acetic acid), C(C)(C)N(CC)C(C)C (diisopropylethylamine), Cl.C(C)OC(=O)C=1N=C(SC1)C1CCNCC1 (2-piperidin-4-yl-thiazole-4-carboxylic acid ethyl ester hydrochloride), F[B-](F)(F)F.N1(N=NC2=C1C=CC=C2)OC(=[N+](C)C)N(C)C (O-(benzotriazol-1-yl)-N,N,N′,N′-tetramethyluronium tetrafluoroborate). Solvent: CN(C)C=O (DMF). Conditions: time 15 minute. Yields the product C(C)OC(=O)C=1N=C(SC1)C1CCN(CC1)C(CN1N=C(C=C1C)C(F)(F)F)=O (2-{1-[2-(5-methyl-3-trifluoromethyl-pyrazol-1-yl)-acetyl]-piperidin-4-yl}-thiazole-4-carboxylic acid ethyl ester). Yield: 87.5%. RXN SMILES: [CH3:1][C:2]1[N:6]([CH2:7][C:8]([OH:10])=O)[N:5]=[C:4]([C:11]([F:14])([F:13])[F:12])[CH:3]=1.C(N(C(C)C)CC)(C)C.F[B-](F)(F)F.N1(OC(N(C)C)=[N+](C)C)C2C=CC=CC=2N=N1.Cl.[CH2:47]([O:49][C:50]([C:52]1[N:53]=[C:54]([CH:57]2[CH2:62][CH2:61][NH:60][CH2:59][CH2:58]2)[S:55][CH:56]=1)=[O:51])[CH3:48]>CN(C=O)C>[CH2:47]([O:49][C:50]([C:52]1[N:53]=[C:54]([CH:57]2[CH2:62][CH2:61][N:60]([C:8](=[O:10])[CH2:7][N:6]3[C:2]([CH3:1])=[CH:3][C:4]([C:11]([F:14])([F:13])[F:12])=[N:5]3)[CH2:59][CH2:58]2)[S:55][CH:56]=1)=[O:51])[CH3:48] |f:2.3,4.5|. Procedure: To a solution of (5-methyl-3-trifluoromethyl-pyrazol-1-yl)-acetic acid (9.1 g, 36.1 mmol) in DMF (100 mL) is added diisopropylethylamine (45 mL, 216 mmol), followed by O-(benzotriazol-1-yl)-N,N,N′,N′-tetramethyluronium tetrafluoroborate (15.5 g, 39.7 mmol). After stirring 15 min at RT, 2-piperidin-4-yl-thiazole-4-carboxylic acid ethyl ester hydrochloride (10 g, 36.1 mmol) is added to the reaction mixture. After stirring overnight at RT, solvent is evaporated and the resulting yellow oil is disso...